Dataset: the Open Reaction Database (ORD), a public repository of structured organic reaction records. Task: describe an organic reaction: reactants, conditions, products, and yield The reactants are BrC1=CSC=C1 (3-bromothiophene), C(C)(=O)C1=C(N=C(O1)C)C (5-acetyl-2,4-dimethyloxazole). Yields the product CC=1OC(=C(N1)C)C(C)(O)C1=CSC=C1 (1-(2,4-Dimethyl-5-oxazolyl)-1-(3-thienyl)ethanol). As a reaction SMILES: Br[C:2]1[CH:6]=[CH:5][S:4][CH:3]=1.[C:7]([C:10]1[O:14][C:13]([CH3:15])=[N:12][C:11]=1[CH3:16])(=[O:9])[CH3:8]>>[CH3:15][C:13]1[O:14][C:10]([C:7]([C:2]2[CH:6]=[CH:5][S:4][CH:3]=2)([OH:9])[CH3:8])=[C:11]([CH3:16])[N:12]=1. Procedure: Starting with 3-bromothiophene and 5-acetyl-2,4-dimethyloxazole and following the general method of Example 4 the title compound was prepared. M.p. 132°-133° C. The reactants are ceric ammonium nitrate, C(C)OC(=O)C=1C(C2=C(NC1CCC1=CC=C(C=C1)F)N1N(C2=O)CCC1)C1=CC=C(C(=O)O)C=C1 (4-{3-(Ethoxycarbonyl)-2-[2-(4-fluorophenyl)ethyl]-5-oxo-1,5,8,9-tetrahydro-4H,7H-pyrazolo[1′,2′:1,2]pyrazolo[3,4-b]pyridin-4-yl}benzoic acid), C(Cl)Cl (CH2Cl2), solid. Solvent: C(C)#N (acetonitrile), O (water), C(C)#N (acetonitrile), O (water). Conditions: time 2 hour. Product: C(C)OC(=O)C=1C(=C2C(=NC1CCC1=CC=C(C=C1)F)N1N(C2=O)CCC1)C1=CC=C(C(=O)O)C=C1 (4-{3-(Ethoxycarbonyl)-2-[2-(4-fluorophenyl)ethyl]-5-oxo-8,9-dihydro-5H,7H-pyrazolo[1′2′:1,2]pyrazolo[3,4-b]pyridin-4-yl}benzoic acid). RXN SMILES: [CH2:1]([O:3][C:4]([C:6]1[CH:7]([C:28]2[CH:36]=[CH:35][C:31]([C:32]([OH:34])=[O:33])=[CH:30][CH:29]=2)[C:8]2[C:23](=[O:24])[N:22]3[CH2:25][CH2:26][CH2:27][N:21]3[C:9]=2[NH:10][C:11]=1[CH2:12][CH2:13][C:14]1[CH:19]=[CH:18][C:17]([F:20])=[CH:16][CH:15]=1)=[O:5])[CH3:2].C(Cl)Cl>C(#N)C.O>[CH2:1]([O:3][C:4]([C:6]1[C:7]([C:28]2[CH:29]=[CH:30][C:31]([C:32]([OH:34])=[O:33])=[CH:35][CH:36]=2)=[C:8]2[C:23](=[O:24])[N:22]3[CH2:25][CH2:26][CH2:27][N:21]3[C:9]2=[N:10][C:11]=1[CH2:12][CH2:13][C:14]1[CH:15]=[CH:16][C:17]([F:20])=[CH:18][CH:19]=1)=[O:5])[CH3:2]. Reported procedure: A solution of ceric ammonium nitrate (228 mg, 0.42 mmol) in acetonitrile (1 mL) and water (0.2 mL) was added dropwise to a solution of the product from Step D (102 mg, 0.21 mmol) in acetonitrile (1 mL). The resulting solution was stirred at rt for 2 h and then concentrated at reduced pressure. Trituration of the remaining material with a mixture of CH2Cl2 and water provided E as a light yellow solid (75 mg, 0.15 mmol, 73%): 1H NMR (400 MHz, DMSO-d6) δ 13.05 (br, 1H), 7.95 (d, 2H, J=8), 7.41 (d, ... The reactants are ClC=1C=CC(=C(C1)C1=CC(N(C=C1OC)C(C(=O)NC1=CC=C(C(=O)OC(C)(C)C)C=C1)CC1(CC1)C(F)(F)F)=O)C#N (tert-butyl 4-({2-[4-(5-chloro-2-cyanophenyl)-5-methoxy-2-oxopyridin-1(2H)-yl]-3-[1-(trifluoromethyl)cyclopropyl]propanoyl}amino)benzoate), FC(C(=O)O)(F)F (trifluoroacetic acid). Solvent: C(C)#N (acetonitrile), C(C)#N (acetonitrile), C(C)#N (acetonitrile), C(C)#N (acetonitrile). The product is ClC=1C=CC(=C(C1)C1=CC(N(C=C1OC)C(C(=O)NC1=CC=C(C(=O)O)C=C1)CC1(CC1)C(F)(F)F)=O)C#N (4-({2-[4-(5-Chloro-2-cyanophenyl)-5-methoxy-2-oxopyridin-1(2H)-yl]-3-[1-(trifluoromethyl)cyclopropyl]propanoyl}amino)benzoic acid). Reaction SMILES: [Cl:1][C:2]1[CH:3]=[CH:4][C:5]([C:42]#[N:43])=[C:6]([C:8]2[C:13]([O:14][CH3:15])=[CH:12][N:11]([CH:16]([CH2:33][C:34]3([C:37]([F:40])([F:39])[F:38])[CH2:36][CH2:35]3)[C:17]([NH:19][C:20]3[CH:32]=[CH:31][C:23]([C:24]([O:26]C(C)(C)C)=[O:25])=[CH:22][CH:21]=3)=[O:18])[C:10](=[O:41])[CH:9]=2)[CH:7]=1.FC(F)(F)C(O)=O>C(#N)C>[Cl:1][C:2]1[CH:3]=[CH:4][C:5]([C:42]#[N:43])=[C:6]([C:8]2[C:13]([O:14][CH3:15])=[CH:12][N:11]([CH:16]([CH2:33][C:34]3([C:37]([F:39])([F:40])[F:38])[CH2:36][CH2:35]3)[C:17]([NH:19][C:20]3[CH:32]=[CH:31][C:23]([C:24]([OH:26])=[O:25])=[CH:22][CH:21]=3)=[O:18])[C:10](=[O:41])[CH:9]=2)[CH:7]=1. Procedure: 157 mg (255 μmol) of tert-butyl 4-({2-[4-(5-chloro-2-cyanophenyl)-5-methoxy-2-oxopyridin-1(2H)-yl]-3-[1-(trifluoromethyl)cyclopropyl]propanoyl}amino)benzoate (racemate) were hydrolysed with 393 μl (5.10 mmol) of trifluoroacetic acid according to General Method 2, and after preparative HPLC [column: Chromatorex C18, 10 μm, 125 mm×30 mm, mobile phase: acetonitrile/0.1% formic acid gradient (0 to 3 min 10% acetonitrile, to 35 min 90% acetonitrile and a further 3 min 90% acetonitrile)], the title co... The reactants are O=C([O-])O, OCc1ccc(Cl)cc1OCc1ccccc1, ClCCl, [Na+], O, BrP(Br)Br. Yields the product Clc1ccc(CBr)c(OCc2ccccc2)c1. As a reaction SMILES: [C:22](=[O:23])([O-:24])[OH:25].[Cl:1][c:2]1[cH:3][c:4]([O:10][CH2:11][c:12]2[cH:13][cH:14][cH:15][cH:16][cH:17]2)[c:5]([CH2:8][OH:9])[cH:6][cH:7]1.[Cl:27][CH2:28][Cl:29].[Na+:26].[OH2:30].[P:18]([Br:19])([Br:20])[Br:21]>>[Cl:1][c:2]1[cH:3][c:4]([O:10][CH2:11][c:12]2[cH:13][cH:14][cH:15][cH:16][cH:17]2)[c:5]([CH2:8][Br:19])[cH:6][cH:7]1. Reactants: C1(=CC=C(C=C1)C1=COC=C1)C1=CC=CC=C1 (3-biphenyl-4-yl-furan), C(C1=CC=CC=C1)[C@@H]1N(C(OC1)(C)C)C(CN1N=CC(=C1)I)=O (1-(4(S)-benzyl-2,2-dimethyl-oxazolidinyl)-2-(4-iodopyrazol-1-yl)-ethanone), C1(=CC=C(C=C1)B(O)O)C1=CC=CC=C1 (4-biphenylboronic acid). Yields the product C(C1=CC=CC=C1)[C@@H]1N(C(OC1)(C)C)C(CN1N=CC(=C1)C1=CC=C(C=C1)C1=CC=CC=C1)=O (1-(4(S)-benzyl-2,2-dimethyl-oxazolidinyl)-2-(4-biphenyl-4-yl-pyrazol-1-yl)-ethanone). Isolated yield 39.0%. RXN SMILES: [C:1]1([C:12]2[CH:17]=[CH:16][CH:15]=[CH:14][CH:13]=2)[CH:6]=[CH:5][C:4]([C:7]2[CH:11]=CO[CH:8]=2)=[CH:3][CH:2]=1.[CH2:18]([C@H:25]1[CH2:29][O:28][C:27]([CH3:31])([CH3:30])[N:26]1[C:32](=[O:40])[CH2:33][N:34]1C=C(I)C=[N:35]1)[C:19]1[CH:24]=[CH:23][CH:22]=[CH:21][CH:20]=1.C1(C2C=CC=CC=2)C=CC(B(O)O)=CC=1>>[CH2:18]([C@H:25]1[CH2:29][O:28][C:27]([CH3:31])([CH3:30])[N:26]1[C:32](=[O:40])[CH2:33][N:34]1[CH:8]=[C:7]([C:4]2[CH:3]=[CH:2][C:1]([C:12]3[CH:13]=[CH:14][CH:15]=[CH:16][CH:17]=3)=[CH:6][CH:5]=2)[CH:11]=[N:35]1)[C:19]1[CH:20]=[CH:21][CH:22]=[CH:23][CH:24]=1. Procedure details: According to the procedure described in Example 1(a) for the preparation of 3-biphenyl-4-yl-furan, 1-(4(S)-benzyl-2,2-dimethyl-oxazolidinyl)-2-(4-iodopyrazol-1-yl)-ethanone was coupled to 4-biphenylboronic acid to provide in 39% yield 1-(4(S)-benzyl-2,2-dimethyl-oxazolidinyl)-2-(4-biphenyl-4-yl-pyrazol-1-yl)-ethanone as a white solid, mp 150-1° C.